Dataset: the Open Reaction Database (ORD), a public repository of structured organic reaction records. Task: describe an organic reaction: reactants, conditions, products, and yield Starting materials: ClC1=CC(C=2C(=NSN2)C1=O)=O (6-chlor-2,1,3-benzothiadiazole-4,7-dione), N1(CCNCC1)C=O (1-piperazinecarboxaldehyde). Product: ClC1=C(C(C=2C(=NSN2)C1=O)=O)N1CCN(CC1)C=O (4-(6-Chloro-4,7-dihydro-4,7-dioxo-2,1,3-benzothiadiazol-5-yl)-1-piperazinecarboxaldehyde). Reaction SMILES: [Cl:1][C:2]1[C:10](=[O:11])[C:6]2=[N:7][S:8][N:9]=[C:5]2[C:4](=[O:12])[CH:3]=1.[N:13]1([CH:19]=[O:20])[CH2:18][CH2:17][NH:16][CH2:15][CH2:14]1>>[Cl:1][C:2]1[C:10](=[O:11])[C:6]2=[N:7][S:8][N:9]=[C:5]2[C:4](=[O:12])[C:3]=1[N:16]1[CH2:17][CH2:18][N:13]([CH:19]=[O:20])[CH2:14][CH2:15]1. Procedure details: A 600 mg portion of 6-chlor-2,1,3-benzothiadiazole-4,7-dione and 342 mg of 1-piperazinecarboxaldehyde were reacted as described in Example 8, giving 164 mg of the desired product, mp 191°-194°. The reactants are COC(=O)C1=C(C=2N(N(C1=O)CC1=CC=C(C=C1)C(F)(F)F)C=C(C2)Cl)O (6-chloro-4-hydroxy-2-oxo-1-(4-trifluoromethyl-benzyl)-1,2-dihydro-pyrrolo[1,2-b]pyridazine-3-carboxylic acid methyl ester), NCC(=O)[O-].[Na+] (sodium glycinate). Reaction SMILES: CO[C:3]([C:5]1[C:10](=[O:11])[N:9]([CH2:12][C:13]2[CH:18]=[CH:17][C:16]([C:19]([F:22])([F:21])[F:20])=[CH:15][CH:14]=2)[N:8]2[CH:23]=[C:24]([Cl:26])[CH:25]=[C:7]2[C:6]=1[OH:27])=[O:4].[NH2:28][CH2:29][C:30]([O-:32])=[O:31].[Na+]>>[Cl:26][C:24]1[CH:25]=[C:7]2[C:6]([OH:27])=[C:5]([C:3]([NH:28][CH2:29][C:30]([OH:32])=[O:31])=[O:4])[C:10](=[O:11])[N:9]([CH2:12][C:13]3[CH:14]=[CH:15][C:16]([C:19]([F:20])([F:22])[F:21])=[CH:17][CH:18]=3)[N:8]2[CH:23]=1 |f:1.2|. The product is ClC=1C=C2N(N(C(C(=C2O)C(=O)NCC(=O)O)=O)CC2=CC=C(C=C2)C(F)(F)F)C1 ({[6-Chloro-4-hydroxy-2-oxo-1-(4-trifluoromethyl-benzyl)-1,2-dihydro-pyrrolo[1,2-b]pyridazine-3-carbonyl]-amino}-acetic acid). Procedure details: Prepared according to the glycinolysis condition used in Example 1 step d) from 6-chloro-4-hydroxy-2-oxo-1-(4-trifluoromethyl-benzyl)-1,2-dihydro-pyrrolo[1,2-b]pyridazine-3-carboxylic acid methyl ester (1.0 eq.) and sodium glycinate (15 eq.). ESI (m/z): 444 (M+H)+. Starting materials: FC(COC1=C(C=C(C=N1)CN1CC=2C(=NC=CC2C1=O)NC(C)=O)C)F (N-(2-((6-(2,2-difluoroethoxy)-5-methylpyridin-3-yl)methyl)-1-oxo-2,3-dihydro-1H-pyrrolo[3,4-c]pyridin-4-yl)acetamide), Cl (hydrochloric acid). The solvent is C1CCOC1 (THF). Reaction conditions: temperature 90 celsius, time 16 hour. The product is Cl.NC1=NC=CC2=C1CN(C2=O)CC=2C=NC(=C(C2)C)OCC(F)F (4-amino-2-((6-(2,2-difluoroethoxy)-5-methylpyridin-3-yl)methyl)-2,3-dihydro-1H-pyrrolo[3,4-c]pyridin-1-one hydrochloride). Yield: 99.0%. Reaction SMILES: [F:1][CH:2]([F:27])[CH2:3][O:4][C:5]1[N:10]=[CH:9][C:8]([CH2:11][N:12]2[C:20](=[O:21])[C:19]3[CH:18]=[CH:17][N:16]=[C:15]([NH:22]C(=O)C)[C:14]=3[CH2:13]2)=[CH:7][C:6]=1[CH3:26].[ClH:28]>C1COCC1>[ClH:28].[NH2:22][C:15]1[C:14]2[CH2:13][N:12]([CH2:11][C:8]3[CH:9]=[N:10][C:5]([O:4][CH2:3][CH:2]([F:1])[F:27])=[C:6]([CH3:26])[CH:7]=3)[C:20](=[O:21])[C:19]=2[CH:18]=[CH:17][N:16]=1 |f:3.4|. Reported procedure: To a solution of N-(2-((6-(2,2-difluoroethoxy)-5-methylpyridin-3-yl)methyl)-1-oxo-2,3-dihydro-1H-pyrrolo[3,4-c]pyridin-4-yl)acetamide (200 mg, 0.54 mmol, Step-1) in THF (5.0 mL) is added aqueous hydrochloric acid (3.0 mL) at rt. The reaction mixture is stirred at 90° C. for 16 hours. The reaction mixture is concentrated to give 220 mg (>99% yield) of the title compound as pale yellow solid. The reactants are NC=1C=C(CC2C(NC(S2)=O)=O)C=CC1O (5-(3-amino-4-hydroxybenzyl)-2,4-dioxothiazolidine), CN(C)C1=CC=C(C=C1)CC(=O)Cl (4-(N,N-dimethylamino)phenylacetyl chloride), CN(C)C1=CC=C(C=C1)CC(=O)O (4-(N,N-dimethylamino)phenylacetic acid), C(C(=O)Cl)(=O)Cl (oxalyl chloride). Product: O=C1SC(C(N1)=O)CC=1C=CC(=C(C1)NC(CC1=CC=C(C=C1)N(C)C)=O)O (N-[5-(2,4-dioxothiazolidin-5-yl)methyl-2-hydroxyphenyl]-2-(4-dimethylaminophenyl)acetamide). As a reaction SMILES: [NH2:1][C:2]1[CH:3]=[C:4]([CH:13]=[CH:14][C:15]=1[OH:16])[CH2:5][CH:6]1[S:10][C:9](=[O:11])[NH:8][C:7]1=[O:12].[CH3:17][N:18]([C:20]1[CH:25]=[CH:24][C:23]([CH2:26][C:27](Cl)=[O:28])=[CH:22][CH:21]=1)[CH3:19].CN(C1C=CC(CC(O)=O)=CC=1)C.C(Cl)(=O)C(Cl)=O>>[O:11]=[C:9]1[NH:8][C:7](=[O:12])[CH:6]([CH2:5][C:4]2[CH:13]=[CH:14][C:15]([OH:16])=[C:2]([NH:1][C:27](=[O:28])[CH2:26][C:23]3[CH:24]=[CH:25][C:20]([N:18]([CH3:19])[CH3:17])=[CH:21][CH:22]=3)[CH:3]=2)[S:10]1. Procedure: 5-(3-amino-4-hydroxybenzyl)-2,4-dioxothiazolidine and 4-(N,N-dimethylamino)phenylacetyl chloride, prepared from 4-(N,N-dimethylamino)phenylacetic acid and oxalyl chloride, are treated in the same manner as described in Example 5-(1) to give N-[5-(2,4-dioxothiazolidin-5-yl)methyl-2-hydroxyphenyl]-2-(4-dimethylaminophenyl)acetamide. Starting materials: C1(CCCC1)C=1C(=NC=C(C(=O)O)C1)OCC(F)(F)F (5-cyclopentyl-6-(2,2,2-trifluoro-ethoxy)-nicotinic acid), N1=NC(=CC=C1)N (3-pyridazinamine). Yields the product C1(CCCC1)C=1C(=NC=C(C(=O)NC=2N=NC=CC2)C1)OCC(F)(F)F (5-Cyclopentyl-N-pyridazin-3-yl-6-(2,2,2-trifluoro-ethoxy)-nicotinamide). As a reaction SMILES: [CH:1]1([C:6]2[C:7]([O:15][CH2:16][C:17]([F:20])([F:19])[F:18])=[N:8][CH:9]=[C:10]([CH:14]=2)[C:11]([OH:13])=O)[CH2:5][CH2:4][CH2:3][CH2:2]1.[N:21]1[CH:26]=[CH:25][CH:24]=[C:23]([NH2:27])[N:22]=1>>[CH:1]1([C:6]2[C:7]([O:15][CH2:16][C:17]([F:20])([F:19])[F:18])=[N:8][CH:9]=[C:10]([CH:14]=2)[C:11]([NH:27][C:23]2[N:22]=[N:21][CH:26]=[CH:25][CH:24]=2)=[O:13])[CH2:2][CH2:3][CH2:4][CH2:5]1. Procedure details: The title compound was synthesized in analogy to Example 1b using 5-cyclopentyl-6-(2,2,2-trifluoro-ethoxy)-nicotinic acid (Example 9c) and 3-pyridazinamine (CAN 5469-70-5) as starting materials; MS (ESI) 367.2 (M+H)+. Procedure details: To a solution of ethyl 3-(pyridin-2-yl)-4-(trifluoromethyl)isoxazole-5-carboxylate (511 mg, 1.79 mmol) in methanol (12 mL) and water (3 mL) at room temperature was added lithium hydroxide, hydrate (74.9 mg, 1.79 mmol). The reaction mixture was stirred for 1 hr. A 1N aqueous solution of hydrochloric acid (1.8 mL) was added, and the solvent were removed under reduced pressure to afford 3-(pyridin-2-yl)-4-(trifluoromethyl)isoxazole-5-carboxylic acid+1LiCl (531 mg, 1.767 mmol, 99% yield) as a white ... As a reaction SMILES: [N:1]1[CH:6]=[CH:5][CH:4]=[CH:3][C:2]=1[C:7]1[C:11]([C:12]([F:15])([F:14])[F:13])=[C:10]([C:16]([O:18]CC)=[O:17])[O:9][N:8]=1.O.[OH-].[Li+].Cl>CO.O>[N:1]1[CH:6]=[CH:5][CH:4]=[CH:3][C:2]=1[C:7]1[C:11]([C:12]([F:14])([F:15])[F:13])=[C:10]([C:16]([OH:18])=[O:17])[O:9][N:8]=1 |f:1.2.3|. The product is N1=C(C=CC=C1)C1=NOC(=C1C(F)(F)F)C(=O)O (3-(pyridin-2-yl)-4-(trifluoromethyl)isoxazole-5-carboxylic acid). The solvent is CO (methanol), O (water). Reactants: N1=C(C=CC=C1)C1=NOC(=C1C(F)(F)F)C(=O)OCC (ethyl 3-(pyridin-2-yl)-4-(trifluoromethyl)isoxazole-5-carboxylate), O.[OH-].[Li+] (lithium hydroxide, hydrate), aqueous solution, Cl (hydrochloric acid). Yield: 98.7%. Reaction conditions: time 1 hour. Starting materials: CC(C)(C)OC(=O)Nc1cccc2c1NCCC2, CI, ClCCl, [Na+], O=C([O-])O. The product is CN1CCCc2cccc(NC(=O)OC(C)(C)C)c21. Reaction SMILES: [C:1]([CH3:2])([CH3:3])([CH3:4])[O:5][C:6](=[O:7])[NH:8][c:9]1[cH:10][cH:11][cH:12][c:13]2[c:18]1[NH:17][CH2:16][CH2:15][CH2:14]2.[CH3:19][I:20].[Cl:26][CH2:27][Cl:28].[Na+:25].[O-:21][C:22]([OH:23])=[O:24]>>[C:1]([CH3:2])([CH3:3])([CH3:4])[O:5][C:6](=[O:7])[NH:8][c:9]1[cH:10][cH:11][cH:12][c:13]2[c:18]1[N:17]([CH3:22])[CH2:16][CH2:15][CH2:14]2. Starting materials: O (water), CC1(OC[C@H](O1)CO)C ((R)-(−)-2,2-dimethyl-1,3-dioxolane-4-methanol), [OH-].[K+] (potassium hydroxide), BrCCCCCCCC (1-bromooctane). Solvent: C1=CC=CC=C1 (benzene). Yields the product C(CCCCCCC)OC[C@@H](O)CO ((S)-1-octyl-glycerol). As a reaction SMILES: C[C:2]1([CH3:9])[O:6][C@H:5]([CH2:7][OH:8])[CH2:4][O:3]1.[OH-].[K+].Br[CH2:13][CH2:14][CH2:15][CH2:16][CH2:17][CH2:18]CC.O>C1C=CC=CC=1>[CH2:2]([O:3][CH2:4][C@H:5]([CH2:7][OH:8])[OH:6])[CH2:9][CH2:13][CH2:14][CH2:15][CH2:16][CH2:17][CH3:18] |f:1.2|. Procedure: 21 ml of (R)-(−)-2,2-dimethyl-1,3-dioxolane-4-methanol, 29 grams of powdered potassium hydroxide and 32 ml of 1-bromooctane were stirred in 150 ml benzene and refluxed for 6 hours, while removing the water formed by azeotropic distillation. The volume of the solvent was gradually reduced to about 100 ml. The reaction mixture was then cooled to room temperature and 200 ml water was added. The reaction mixture was then extracted thrice with 150 ml diethyl ether, the combined organic phase was wash...